From a dataset of the Open Reaction Database (ORD), a public repository of structured organic reaction records. describe an organic reaction: reactants, conditions, products, and yield Reactants: C(C1=CC=CC=C1)OC1=C(C(=O)OC)C=C(C=C1)CCO (methyl 2-benzyloxy-5-(2-hydroxyethyl)benzoate), C(C)(C)N(C(C)C)CC (N,N-diisopropylethylamine), COCCl (chloromethyl methyl ether), [Cl-].[NH4+] (ammonium chloride). Run in ClCCl (dichloromethane). Conditions: time 17 hour. The product is C(C1=CC=CC=C1)OC1=C(C(=O)OC)C=C(C=C1)CCOCOC (methyl 2-benzyloxy-5-(2-methoxymethoxyethyl)benzoate). Reaction SMILES: [CH2:1]([O:8][C:9]1[CH:18]=[CH:17][C:16]([CH2:19][CH2:20][OH:21])=[CH:15][C:10]=1[C:11]([O:13][CH3:14])=[O:12])[C:2]1[CH:7]=[CH:6][CH:5]=[CH:4][CH:3]=1.C(N(CC)C(C)C)(C)C.[CH3:31][O:32][CH2:33]Cl.[Cl-].[NH4+]>ClCCl>[CH2:1]([O:8][C:9]1[CH:18]=[CH:17][C:16]([CH2:19][CH2:20][O:21][CH2:31][O:32][CH3:33])=[CH:15][C:10]=1[C:11]([O:13][CH3:14])=[O:12])[C:2]1[CH:7]=[CH:6][CH:5]=[CH:4][CH:3]=1 |f:3.4|. Procedure: To a stirred solution of methyl 2-benzyloxy-5-(2-hydroxyethyl)benzoate (1.43 g) in dichloromethane (20 ml) were added N,N-diisopropylethylamine (1.0 ml) and chloromethyl methyl ether (460 μl) under ice-cooling, and the mixture was stirred for 17 hours at room temperature. To the reaction mixture was added a saturated aqueous ammonium chloride solution, and the resulting mixture was extracted with dichloromethane. The extract was washed with brine and dried over anhydrous magnesium sulfate. After... Starting materials: C(=O)C1=CC=C(S1)N(C(C)=O)CCCCCCCCCCCCCCCC (N-(5-formyl-thien-2-yl)-N-hexadecylacetamide), N1=CC=CC=C1 (pyridine), [O-][Mn](=O)(=O)=O.[K+] (KMnO4), N1=CC=CC=C1 (pyridine), [Mn](=O)(=O)(=O)[O-].[K+] (potassium permanganate). The solvent is O (water). Product: C(C)(=O)N(C1=CC=C(S1)C(=O)O)CCCCCCCCCCCCCCCC (N-Acetyl-N-hexadecyl-5-amino-thien-2-yl-carboxylic acid). Reaction SMILES: [CH:1]([C:3]1[S:7][C:6]([N:8]([CH2:12][CH2:13][CH2:14][CH2:15][CH2:16][CH2:17][CH2:18][CH2:19][CH2:20][CH2:21][CH2:22][CH2:23][CH2:24][CH2:25][CH2:26][CH3:27])[C:9](=[O:11])[CH3:10])=[CH:5][CH:4]=1)=[O:2].N1C=CC=CC=1.[Mn]([O-])(=O)(=O)=[O:35].[K+]>O>[C:9]([N:8]([CH2:12][CH2:13][CH2:14][CH2:15][CH2:16][CH2:17][CH2:18][CH2:19][CH2:20][CH2:21][CH2:22][CH2:23][CH2:24][CH2:25][CH2:26][CH3:27])[C:6]1[S:7][C:3]([C:1]([OH:35])=[O:2])=[CH:4][CH:5]=1)(=[O:11])[CH3:10] |f:2.3|. Reported procedure: 25 g of N-(5-formyl-thien-2-yl)-N-hexadecylacetamide are dissolved in 20 cc. of pyridine. A solution of 6.7 g of potassium permanganate in 90 cc. of pyridine and 40 cc. of water is added with stirring and cooling such that the temperature of the reaction mixture does not rise above -3° C. Stirring is continued until all of KMnO4 has been reacted. Thereafter, the solvents are distilled off, the residue is triturated with dilute hydrochloric acid and the mixture is extracted with chloroform. The c... The reactants are ClC(Cl)Cl, [Cl-], Cl, O=N[O-], CCOC(=O)c1ncn(-c2ccccn2)c1N, [Na+], O=S=O, O. Product: CCOC(=O)c1ncn(-c2ccccn2)c1Cl. RXN SMILES: [CH:28]([Cl:29])([Cl:30])[Cl:31].[Cl-:22].[ClH:26].[N:18]([O-:19])=[O:20].[NH2:1][c:2]1[c:3]([C:13](=[O:14])[O:15][CH2:16][CH3:17])[n:4][cH:5][n:6]1-[c:7]1[n:8][cH:9][cH:10][cH:11][cH:12]1.[Na+:21].[O:23]=[S:24]=[O:25].[OH2:27]>>[c:2]1([Cl:22])[c:3]([C:13](=[O:14])[O:15][CH2:16][CH3:17])[n:4][cH:5][n:6]1-[c:7]1[n:8][cH:9][cH:10][cH:11][cH:12]1. Reactants: COSCON=C(C(=O)NC1[C@@H]2N(C(=C(CS2)CSC=2SC=NN2)C(=O)O)C1=O)C=1N=C(SC1)NC=O (7-[2-methoxythiomethoxyimino-2-(2-formamidothiazol-4-yl)acetamido]-3-(1,3,4-thiadiazol-2-yl)thiomethyl-3-cephem-4-carboxylic acid), Cl (hydrochloric acid), CO (methanol). Solvent: O1CCCC1 (tetrahydrofuran). Reaction conditions: time 10 minute. The product is CSCON=C(C(=O)NC1[C@@H]2N(C(=C(CS2)CSC=2SC=NN2)C(=O)O)C1=O)C=1N=C(SC1)N (7-[2-methylthiomethoxyimino-2-(2-aminothiazol-4-yl)acetamido]-3-(1,3,4-thiadiazol-2-yl)thiomethyl-3-cephem-4-carboxylic acid). RXN SMILES: CO[S:3][CH2:4][O:5][N:6]=[C:7]([C:30]1[N:31]=[C:32]([NH:35]C=O)[S:33][CH:34]=1)[C:8]([NH:10][CH:11]1[C:28](=[O:29])[N:13]2[C:14]([C:25]([OH:27])=[O:26])=[C:15]([CH2:18][S:19][C:20]3[S:21][CH:22]=[N:23][N:24]=3)[CH2:16][S:17][C@H:12]12)=[O:9].Cl.[CH3:39]O>O1CCCC1>[CH3:39][S:3][CH2:4][O:5][N:6]=[C:7]([C:30]1[N:31]=[C:32]([NH2:35])[S:33][CH:34]=1)[C:8]([NH:10][CH:11]1[C:28](=[O:29])[N:13]2[C:14]([C:25]([OH:27])=[O:26])=[C:15]([CH2:18][S:19][C:20]3[S:21][CH:22]=[N:23][N:24]=3)[CH2:16][S:17][C@H:12]12)=[O:9]. Reported procedure: A mixture of 7-[2-methoxythiomethoxyimino-2-(2-formamidothiazol-4-yl)acetamido]-3-(1,3,4-thiadiazol-2-yl)thiomethyl-3-cephem-4-carboxylic acid (syn isomer) (0.58 g.), conc. hydrochloric acid (0.405 g.), methanol (8.7 ml.) and tetrahydrofuran (5 ml.) was stirred for 2 hours and 10 minutes at ambient temperature. The solvent was distilled off under reduced pressure and the residue was dissolved in a 10% aqueous solution of sodium hydroxide (pH 7~8.5). An insoluble material was filtered off and the...